This data is from the Open Reaction Database (ORD), a public repository of structured organic reaction records. The task is: describe an organic reaction: reactants, conditions, products, and yield Starting materials: O (water), solution, C(C1=CC=CC=C1)Br (Benzyl bromide), CN1N=C(C(=C1C(=O)OCC)O)C (ethyl 1,3-dimethyl-4-hydroxypyrazole-5-carboxylate), [H-].[Na+] (sodium hydride). The solvent is CN(C=O)C (DMF), CN(C=O)C (dimethylformamide). Run at time 1 hour. Product: C(C1=CC=CC=C1)OC=1C(=NN(C1C(=O)OCC)C)C (ethyl 4-benzyloxy -1,3-dimethylpyrazol-5-carboxylate). Yield: 78.4%. Reaction SMILES: [CH3:1][N:2]1[C:6]([C:7]([O:9][CH2:10][CH3:11])=[O:8])=[C:5]([OH:12])[C:4]([CH3:13])=[N:3]1.[H-].[Na+].[CH2:16](Br)[C:17]1[CH:22]=[CH:21][CH:20]=[CH:19][CH:18]=1.O>CN(C)C=O>[CH2:16]([O:12][C:5]1[C:4]([CH3:13])=[N:3][N:2]([CH3:1])[C:6]=1[C:7]([O:9][CH2:10][CH3:11])=[O:8])[C:17]1[CH:22]=[CH:21][CH:20]=[CH:19][CH:18]=1 |f:1.2|. Reported procedure: To a 5 ml solution of ethyl 1,3-dimethyl-4-hydroxypyrazole-5-carboxylate (2 g, 11.6 mmol) in anhydrous dimethylformamide (hereinafter, referred to as DMF) was added sodium hydride (60 % dispersion in oil) (0.47 g, 11.8 mmol) under ice-cooling. Benzyl bromide (2 g, 11.7 mmol) was then added dropwise thereto, and the resulting mixture was stirred at room temperature for one hour and poured into water. The mixture was extracted with ethyl acetate. The extract was washed with water, and saturated br...